Dataset: the Open Reaction Database (ORD), a public repository of structured organic reaction records. Task: describe an organic reaction: reactants, conditions, products, and yield Starting materials: ONC(=N)C1=NC(=CC(=N1)C(F)(F)F)C1=CC=C(C=C1)C(F)(F)F (N-hydroxy-4-trifluoromethyl-6-(4-trifluoromethyl-phenyl)-pyrimidine-2-carboxamidine), S(N)(=O)(=O)C=1C=C(C(=O)O)C=CC1 (3-sulfamoyl-benzoic acid). Product: FC(C1=NC(=NC(=C1)C1=CC=C(C=C1)C(F)(F)F)C1=NOC(=N1)C=1C=C(C=CC1)S(=O)(=O)N)(F)F (3-{3-[4-Trifluoromethyl-6-(4-trifluoromethyl-phenyl)-pyrimidin-2-yl]-[1,2,4]oxadiazol-5-yl}-benzenesulfonamide), solid. Isolated yield 42.0%. Reaction SMILES: [OH:1][NH:2][C:3]([C:5]1[N:10]=[C:9]([C:11]([F:14])([F:13])[F:12])[CH:8]=[C:7]([C:15]2[CH:20]=[CH:19][C:18]([C:21]([F:24])([F:23])[F:22])=[CH:17][CH:16]=2)[N:6]=1)=[NH:4].[S:25]([C:29]1[CH:30]=[C:31]([CH:35]=[CH:36][CH:37]=1)[C:32](O)=O)(=[O:28])(=[O:27])[NH2:26]>>[F:14][C:11]([F:12])([F:13])[C:9]1[CH:8]=[C:7]([C:15]2[CH:20]=[CH:19][C:18]([C:21]([F:24])([F:22])[F:23])=[CH:17][CH:16]=2)[N:6]=[C:5]([C:3]2[N:4]=[C:32]([C:31]3[CH:30]=[C:29]([S:25]([NH2:26])(=[O:28])=[O:27])[CH:37]=[CH:36][CH:35]=3)[O:1][N:2]=2)[N:10]=1. Procedure details: The title compound was prepared from N-hydroxy-4-trifluoromethyl-6-(4-trifluoromethyl-phenyl)-pyrimidine-2-carboxamidine (example C.2) (0.176 g, 0.5 mmol) and commercially available 3-sulfamoyl-benzoic acid (0.1 g, 0.5 mmol) according to the general procedure V. Obtained as an off-white solid (0.11 g, 42%). MS (ISN) 514.1 [(M−H)−]; mp 205° C. Reactants: BrC=1C=CC2=C(N=C(O2)C2CCN(CC2)C(=O)OC(C)C)C1 (Isopropyl 4-(5-bromobenzo[d]oxazol-2-yl)piperidine-1-carboxylate), CNC(C1=NC=C(C=C1)B1OC(C(O1)(C)C)(C)C)=O (N-methyl-5-(4,4,5,5-tetramethyl-1,3,2-dioxaborolan-2-yl)picolinamide). Product: CNC(=O)C1=CC=C(C=N1)C=1C=CC2=C(N=C(O2)C2CCN(CC2)C(=O)OC(C)C)C1 (Isopropyl 4-{5-[6-(methylcarbamoyl)pyridin-3-yl]benzo[d]oxazol-2-yl}piperidine-1-carboxylate). Isolated yield 5.8%. Reaction SMILES: Br[C:2]1[CH:3]=[CH:4][C:5]2[O:9][C:8]([CH:10]3[CH2:15][CH2:14][N:13]([C:16]([O:18][CH:19]([CH3:21])[CH3:20])=[O:17])[CH2:12][CH2:11]3)=[N:7][C:6]=2[CH:22]=1.[CH3:23][NH:24][C:25](=[O:41])[C:26]1[CH:31]=[CH:30][C:29](B2OC(C)(C)C(C)(C)O2)=[CH:28][N:27]=1>>[CH3:23][NH:24][C:25]([C:26]1[N:27]=[CH:28][C:29]([C:2]2[CH:3]=[CH:4][C:5]3[O:9][C:8]([CH:10]4[CH2:15][CH2:14][N:13]([C:16]([O:18][CH:19]([CH3:21])[CH3:20])=[O:17])[CH2:12][CH2:11]4)=[N:7][C:6]=3[CH:22]=2)=[CH:30][CH:31]=1)=[O:41]. Procedure details: Following the General Procedure-1, the titled compound (20 mg) was prepared from Intermediate 13 (300 mg, 0.82 mmol) and N-methyl-5-(4,4,5,5-tetramethyl-1,3,2-dioxaborolan-2-yl)picolinamide (256 mg, 0.98 mmol) as a brown solid. M.P.: 158-161° C. MS (m/z): 423.5 [M+H]+.